From a dataset of the Open Reaction Database (ORD), a public repository of structured organic reaction records. describe an organic reaction: reactants, conditions, products, and yield The reactants are COC1=NC(=C(C=C1CO)CC)C (2-methoxy-3-hydroxymethyl-5-ethyl-6-methylpyridine). Reagents/catalysts: [O-2].[O-2].[Mn+4] (manganese dioxide). Solvent: C1=CC=CC=C1 (benzene). Product: COC1=C(C=O)C=C(C(=N1)C)CC (2-methoxy-5-ethyl-6-methyl nicotinaldehyde). Isolated yield 90.1%. Reaction SMILES: [CH3:1][O:2][C:3]1[C:8]([CH2:9][OH:10])=[CH:7][C:6]([CH2:11][CH3:12])=[C:5]([CH3:13])[N:4]=1>C1C=CC=CC=1.[O-2].[O-2].[Mn+4]>[CH3:1][O:2][C:3]1[N:4]=[C:5]([CH3:13])[C:6]([CH2:11][CH3:12])=[CH:7][C:8]=1[CH:9]=[O:10] |f:2.3.4|. Procedure: Activated manganese dioxide (2.0 g) was added to a solution of 2-methoxy-3-hydroxymethyl-5-ethyl-6-methylpyridine (1.18 g, 6.5 mmol) in dry benzene (20 mL) and refluxed 5-10 hours. The warm suspension was filtered through a pad of anhydrous Na2SO4 and evaporated to yield 1.05 g (90%) of a viscous oil which solidified. Reactants: [H-].[Na+] (Sodium hydride), C(C(C)(C)C)(=O)OC1=C(C(=C(C(=C1)C)O)C)C (4-hydroxy-2,3,5-trimethylphenol pivalate), COCCl (methoxymethyl chloride). Run in O1CCCC1 (tetrahydrofuran). Reaction conditions: time 30 minute. Yields the product COCOC1=C(C(=C(C=C1C)O)C)C (4-Methoxymethoxy-2,3,5-trimethylphenol). As a reaction SMILES: [H-].[Na+].C([O:9][C:10]1[CH:15]=[C:14]([CH3:16])[C:13]([OH:17])=[C:12]([CH3:18])[C:11]=1[CH3:19])(=O)C(C)(C)C.[CH3:20][O:21][CH2:22]Cl>O1CCCC1>[CH3:20][O:21][CH2:22][O:17][C:13]1[C:14]([CH3:16])=[CH:15][C:10]([OH:9])=[C:11]([CH3:19])[C:12]=1[CH3:18] |f:0.1|. Procedure details: Sodium hydride (8.51 g, 55% suspension in mineral oil) was added to a solution of 4-hydroxy-2,3,5-trimethylphenol pivalate (35.4 g) in tetrahydrofuran (300 ml) at room temperature. The mixture was stirred for 30 minutes. To the reaction mixture was added dropwise methoxymethyl chloride (15.7 g). This mixture was stirred at room temperature for 1 hour. The solvent of the reaction mixture was evaporated under reduced pressure. The residue was partitioned between ethyl acetate and water. The organi... Starting materials: FC1=C(C(=CC=C1N)F)NC1=NC=CC=C1C1=C2N=CN(C2=NC=N1)C1OCCCC1 (2,6-difluoro-N1-(3-(9-(tetrahydro-2H-pyran-2-yl)-9H-purin-6-yl)pyridin-2-yl)benzene-1,3-diamine), C1(=CC=CC=C1)S(=O)(=O)Cl (benzenesulfonyl chloride), N1=CC=CC=C1 (pyridine). Solvent: ClCCl (dichloromethane). Run at temperature 50 celsius, time 2 hour. Yields the product FC1=C(C=CC(=C1NC1=NC=CC=C1C1=C2N=CN(C2=NC=N1)C1OCCCC1)F)NS(=O)(=O)C1=CC=CC=C1 (N-(2,4-difluoro-3-(3-(9-(tetrahydro-2H-pyran-2-yl)-9H-purin-6-yl)pyridin-2-ylamino)phenyl)benzenesulfonamide). As a reaction SMILES: [F:1][C:2]1[C:7]([NH2:8])=[CH:6][CH:5]=[C:4]([F:9])[C:3]=1[NH:10][C:11]1[C:16]([C:17]2[N:25]=[CH:24][N:23]=[C:22]3[C:18]=2[N:19]=[CH:20][N:21]3[CH:26]2[CH2:31][CH2:30][CH2:29][CH2:28][O:27]2)=[CH:15][CH:14]=[CH:13][N:12]=1.[C:32]1([S:38](Cl)(=[O:40])=[O:39])[CH:37]=[CH:36][CH:35]=[CH:34][CH:33]=1.N1C=CC=CC=1>ClCCl>[F:1][C:2]1[C:3]([NH:10][C:11]2[C:16]([C:17]3[N:25]=[CH:24][N:23]=[C:22]4[C:18]=3[N:19]=[CH:20][N:21]4[CH:26]3[CH2:31][CH2:30][CH2:29][CH2:28][O:27]3)=[CH:15][CH:14]=[CH:13][N:12]=2)=[C:4]([F:9])[CH:5]=[CH:6][C:7]=1[NH:8][S:38]([C:32]1[CH:37]=[CH:36][CH:35]=[CH:34][CH:33]=1)(=[O:40])=[O:39]. Reported procedure: The 2,6-difluoro-N1-(3-(9-(tetrahydro-2H-pyran-2-yl)-9H-purin-6-yl)pyridin-2-yl)benzene-1,3-diamine (20 mg, 0.047 mmol) prepared at Step 9 was added and dissolved into dichloromethane solvent. benzenesulfonyl chloride (12 mg, 0.07 mmol) and pyridine (8 uL, 0.094 mmol) were added into the reaction solution and stirred at 50° C. for 2 hours. After the reaction, the reactant was washed with 1N aqueous hydrochloric acid solution and salt water. After extraction with dichloromethane, the organic laye... Starting materials: CO[C@H]1CO[C@@H](CC[C@H]1NC(OC(C)(C)C)=O)C=1N(N=CC1[N+](=O)[O-])C (tert-butyl N-[(3R,4R,7S)-3-methoxy-7-(2-methyl-4-nitro-pyrazol-3-yl)oxepan-4-yl]carbamate), BrC1=C(C=CC(=N1)C(=O)O)F (6-bromo-5-fluoro-pyridine-2-carboxylic acid), CO[C@H]1CO[C@@H](CC[C@H]1NC(OC(C)(C)C)=O)C=1N(N=CC1[N+](=O)[O-])C (tert-butyl N-[(3R,4R,7S)-3-methoxy-7-(2-methyl-4-nitro-pyrazol-3-yl)oxepan-4-yl]carbamate), BrC1=C(C=CC(=N1)C(=O)O)F (6-bromo-5-fluoro-pyridine-2-carboxylic acid). Product: BrC1=C(C=CC(=N1)C(=O)NC1=C(N(N=C1)C)[C@@H]1CC[C@H]([C@H](CO1)OC)NC(OC(C)(C)C)=O)F (tert-butyl N-[(3R,4R,7S)-7-[4-[(6-bromo-5-fluoro-pyridine-2-carbonyl)amino]-2-methyl-pyrazol-3-yl]-3-methoxy-oxepan-4-yl]carbamate). RXN SMILES: [CH3:1][O:2][C@@H:3]1[C@H:9]([NH:10][C:11](=[O:17])[O:12][C:13]([CH3:16])([CH3:15])[CH3:14])[CH2:8][CH2:7][C@@H:6]([C:18]2[N:19]([CH3:26])[N:20]=[CH:21][C:22]=2[N+:23]([O-])=O)[O:5][CH2:4]1.[Br:27][C:28]1[N:33]=[C:32]([C:34](O)=[O:35])[CH:31]=[CH:30][C:29]=1[F:37]>>[Br:27][C:28]1[N:33]=[C:32]([C:34]([NH:23][C:22]2[CH:21]=[N:20][N:19]([CH3:26])[C:18]=2[C@H:6]2[O:5][CH2:4][C@H:3]([O:2][CH3:1])[C@H:9]([NH:10][C:11](=[O:17])[O:12][C:13]([CH3:16])([CH3:15])[CH3:14])[CH2:8][CH2:7]2)=[O:35])[CH:31]=[CH:30][C:29]=1[F:37]. Procedure details: Following the procedure for Example 65, starting from tert-butyl N-[(3R,4R,7S)-3-methoxy-7-(2-methyl-4-nitro-pyrazol-3-yl)oxepan-4-yl]carbamate (intermediate 93) and replacing 2-bromo-5-(tert-butoxycarbonylamino)thiazole-4-carboxylic acid with 6-bromo-5-fluoro-pyridine-2-carboxylic acid (see US2010/56576 A1) gave tert-butyl N-[(3R,4R,7S)-7-[4-[(6-bromo-5-fluoro-pyridine-2-carbonyl)amino]-2-methyl-pyrazol-3-yl]-3-methoxy-oxepan-4-yl]carbamate (contaminated with tetramethylurea) as a clear oil (16... Run in CO (methanol). Reported procedure: A mixture of 7-nitro-2-(1,2,4-thiadiazol-5-yl)-1H-indole (0.41 g), iron(III) chloride hexahydrate (33 mg), activated carbon (0.33 g), tetrahydrofuran (12 mL) and methanol (6 mL) was heated under reflux for 20 min. To the reaction mixture was added hydrazine monohydrate (0.50 g) over 10 min while heating under reflux. The reaction mixture was heated under reflux for 2 hr, filtrated, and the filtrate was concentrated. The resulting crystals were washed with water, and dried to give the title compo... Isolated yield 97.2%. Reactants: O.NN (hydrazine monohydrate), [N+](=O)([O-])C=1C=CC=C2C=C(NC12)C1=NC=NS1 (7-nitro-2-(1,2,4-thiadiazol-5-yl)-1H-indole), O1CCCC1 (tetrahydrofuran). As a reaction SMILES: [N+:1]([C:4]1[CH:5]=[CH:6][CH:7]=[C:8]2[C:12]=1[NH:11][C:10]([C:13]1[S:17][N:16]=[CH:15][N:14]=1)=[CH:9]2)([O-])=O.O1CCCC1.O.NN>O.O.O.O.O.O.[Fe](Cl)(Cl)Cl.CO>[S:17]1[C:13]([C:10]2[NH:11][C:12]3[C:8]([CH:9]=2)=[CH:7][CH:6]=[CH:5][C:4]=3[NH2:1])=[N:14][CH:15]=[N:16]1 |f:2.3,4.5.6.7.8.9.10|. Reagents/catalysts: O.O.O.O.O.O.[Fe](Cl)(Cl)Cl (iron(III) chloride hexahydrate). Product: S1N=CN=C1C=1NC2=C(C=CC=C2C1)N (2-(1,2,4-Thiadiazol-5-yl)-1H-indole-7-amine). Starting materials: CS(=O)CC(=O)C1=C(NC(C2=CC=CC=C2)=O)C=CC=C1 (2'-[(methylsulfinyl)-acetyl]benzanilide), C1=CC=CC=C1 (benzene), FC(C(=O)O)(F)F (trifluoroacetic acid). Product: C(C1=CC=CC=C1)(=O)N1C(C(C2=CC=CC=C12)=O)SC (1-benzoyl-2-(methylthio)-3-indolinone). Isolated yield 68.4%. RXN SMILES: [CH3:1][S:2]([CH2:4][C:5]([C:7]1[CH:21]=[CH:20][CH:19]=[CH:18][C:8]=1[NH:9][C:10](=[O:17])[C:11]1[CH:16]=[CH:15][CH:14]=[CH:13][CH:12]=1)=[O:6])=O.C1C=CC=CC=1.FC(F)(F)C(O)=O>>[C:10]([N:9]1[C:8]2[C:7](=[CH:21][CH:20]=[CH:19][CH:18]=2)[C:5](=[O:6])[CH:4]1[S:2][CH3:1])(=[O:17])[C:11]1[CH:16]=[CH:15][CH:14]=[CH:13][CH:12]=1. Procedure details: 2'-[(methylsulfinyl)-acetyl]benzanilide (7 g) is refluxed in benzene containing 1 equivalent of trifluoroacetic acid for 1 hour. The solvents are removed under reduced pressure to give an oil which crystallizes on standing. Recrystallization from ethyl acetate gives 1-benzoyl-2-(methylthio)-3-indolinone (4.5 g 67%) m.p. 126°-128° C. Reactants: O=C([O-])[O-], CCC(C)=O, CCCCN=C=O, COC(=O)c1cccc([N+](=O)[O-])c1CS(N)(=O)=O, [K+], [K+]. The product is CCCCNC(=O)NS(=O)(=O)Cc1c(C(=O)OC)cccc1[N+](=O)[O-]. As a reaction SMILES: [C:26](=[O:27])([O-:28])[O-:29].[CH2:32]([C:33]([CH3:34])=[O:35])[CH3:36].[CH3:19][CH2:20][CH2:21][CH2:22][N:23]=[C:24]=[O:25].[CH3:1][O:2][C:3](=[O:4])[c:5]1[c:6]([CH2:14][S:15](=[O:16])(=[O:17])[NH2:18])[c:7]([N+:11](=[O:12])[O-:13])[cH:8][cH:9][cH:10]1.[K+:30].[K+:31]>>[CH3:1][O:2][C:3](=[O:4])[c:5]1[c:6]([CH2:14][S:15](=[O:16])(=[O:17])[NH:18][C:24]([NH:23][CH2:22][CH2:21][CH2:20][CH3:19])=[O:25])[c:7]([N+:11](=[O:12])[O-:13])[cH:8][cH:9][cH:10]1. Starting materials: O1C(=CC=C1)CN1C(=NC2=C1C=CC=C2)CC2CCN(CC2)CCNC(C2=C(C=CC=C2)NC)=O (N-[2-[4-[[1-(2-furanylmethyl)-1H-benzimidazol-2-yl]methyl]-1-piperidinyl]-ethyl]-2-(methylamino)benzamide), C(C)(=O)OC(C)=O (acetic acid anhydride), [OH-].[NH4+] (ammonium hydroxide). Solvent: O (water), O (water). Run at temperature 100 celsius. Yields the product C(C(=O)O)(=O)O.C(C)(=O)CNC1=C(C(=O)NCCN2CCC(CC2)CC2=NC3=C(N2CC=2OC=CC2)C=CC=C3)C=CC=C1 (2-(acetylmethylamino)-N-[2-[4-[[1-(2-furanylmethyl)-1H-benzimidazol-2-yl]-methyl]-1-piperidinyl]ethyl]benzamide ethanedioate). Isolated yield 4.3%. RXN SMILES: [O:1]1[CH:5]=[CH:4][CH:3]=[C:2]1[CH2:6][N:7]1[C:11]2[CH:12]=[CH:13][CH:14]=[CH:15][C:10]=2[N:9]=[C:8]1[CH2:16][CH:17]1[CH2:22][CH2:21][N:20]([CH2:23][CH2:24][NH:25][C:26](=[O:35])[C:27]2[CH:32]=[CH:31][CH:30]=[CH:29][C:28]=2[NH:33][CH3:34])[CH2:19][CH2:18]1.[C:36]([O:39][C:40](=[O:42])[CH3:41])(=[O:38])[CH3:37].[OH-:43].[NH4+]>O>[C:40]([OH:39])(=[O:42])[C:41]([OH:1])=[O:43].[C:36]([CH2:34][NH:33][C:28]1[CH:29]=[CH:30][CH:31]=[CH:32][C:27]=1[C:26]([NH:25][CH2:24][CH2:23][N:20]1[CH2:21][CH2:22][CH:17]([CH2:16][C:8]2[N:7]([CH2:6][C:2]3[O:1][CH:5]=[CH:4][CH:3]=3)[C:11]3[CH:12]=[CH:13][CH:14]=[CH:15][C:10]=3[N:9]=2)[CH2:18][CH2:19]1)=[O:35])(=[O:38])[CH3:37] |f:2.3,5.6|. Procedure: A mixture of 2.9 parts of N-[2-[4-[[1-(2-furanylmethyl)-1H-benzimidazol-2-yl]methyl]-1-piperidinyl]-ethyl]-2-(methylamino)benzamide, 10 parts of acetic acid anhydride and 20 parts of water was stirred and heated for 3 hours at 100° C. The reaction mixture was cooled, water was added and the whole was made alkaline with ammonium hydroxide. The product was extracted with dichloromethane. The extract was dried, filtered and evaporated. The residue was purified twice by column chromatography over si... The reactants are Cl.C(C)NC(CN)=O (Glycine ethylamide hydrochloride), O=CCCC(=O)OCC(C)C (isobutyl 4-oxobutanoate). Product: O=C1N(C2N(C1)C(CC2)=O)CC (2,5-Dioxo-1-ethylhexahydro-1H-pyrrolo[1,2-a]imidazole). RXN SMILES: Cl.[CH2:2]([NH:4][C:5](=[O:8])[CH2:6][NH2:7])[CH3:3].O=[CH:10][CH2:11][CH2:12][C:13]([O:15]CC(C)C)=O>>[O:8]=[C:5]1[CH2:6][N:7]2[C:13](=[O:15])[CH2:12][CH2:11][CH:10]2[N:4]1[CH2:2][CH3:3] |f:0.1|. Procedure details: Glycine ethylamide hydrochloride (2.1 g, 15.1 mmol) and isobutyl 4-oxobutanoate (2 g, 12.6 mmol) were reacted together according the procedure of Example 2 to give the title compound, 0.5 g (23.5%) as a viscous oil. Rf=0.51 (silica gel plates, eluent dichloromethane-methanol 9:1) NMR (CDCl3): deltaH =5.27 (t, J=6 Hz, 1H, N--CH--N); 4.20 and 3.45 (ABq, J=17 Hz, 2H, N--CH2 --CO); 3.25 (q, J=7 Hz, 2H, NCH2CH3); 2.70-1.75 (c.a., 4H, COCH2CH2CH); 1.12 (t, J=7 Hz, 3H, CH3). MS (E.I., 70 eV, 1.5 mA) m/... Reactants: CSCc1cccc2cc[nH]c12, OC(c1ccc(Cl)cc1)C1CC1, ClCCl, O=C(O)C(F)(F)F. Yields the product CSCc1cccc2c(C(c3ccc(Cl)cc3)C3CC3)c[nH]c12. RXN SMILES: [CH3:20][S:21][CH2:22][c:23]1[cH:24][cH:25][cH:26][c:27]2[cH:28][cH:29][nH:30][c:31]12.[CH:1]1([CH:4]([OH:5])[c:6]2[cH:7][cH:8][c:9]([Cl:12])[cH:10][cH:11]2)[CH2:2][CH2:3]1.[Cl:32][CH2:33][Cl:34].[OH:13][C:14]([C:15]([F:16])([F:17])[F:18])=[O:19]>>[CH:1]1([CH:4]([c:6]2[cH:7][cH:8][c:9]([Cl:12])[cH:10][cH:11]2)[c:28]2[c:27]3[cH:26][cH:25][cH:24][c:23]([CH2:22][S:21][CH3:20])[c:31]3[nH:30][cH:29]2)[CH2:2][CH2:3]1.